From a dataset of the Open Reaction Database (ORD), a public repository of structured organic reaction records. describe an organic reaction: reactants, conditions, products, and yield Run in C1CCOC1 (THF). Reported procedure: reacting said ethyl (1R,2R)-2-methylcyclohexane-5-one-1-carboxylate (11) with K-Selectride (potassium tri-sec-butylborohydride) in THF at −78° C. to produce ethyl (1R,2R,5S)-5-hydroxy-2-methylcyclohexane-1-carboxylate (12), and Product: O[C@H]1CC[C@H]([C@@H](C1)C(=O)OCC)C (Ethyl (1R,2R,5S)-5-hydroxy-2-methylcyclohexane-1-carboxylate). As a reaction SMILES: [CH3:1][C@@H:2]1[CH2:7][CH2:6][C:5](=[O:8])[CH2:4][C@H:3]1[C:9]([O:11][CH2:12][CH3:13])=[O:10].CCC(C)[BH-](C(C)CC)C(C)CC.[K+]>C1COCC1>[OH:8][C@@H:5]1[CH2:4][C@@H:3]([C:9]([O:11][CH2:12][CH3:13])=[O:10])[C@H:2]([CH3:1])[CH2:7][CH2:6]1 |f:1.2|. Reactants: C[C@H]1[C@@H](CC(CC1)=O)C(=O)OCC (Ethyl (1R,2R)-2-methylcyclohexane-5-one1-carboxylate), CCC([BH-](C(CC)C)C(CC)C)C.[K+] (K-Selectride). Starting materials: N#Cc1cccc2[nH]ncc12, CN1CCCC1=O, CS(=O)(=O)OC(CCCl)c1ccccc1, [H-], [Na+]. Product: N#Cc1cccc2c1cnn2C(CCCl)c1ccccc1. As a reaction SMILES: [C:3](#[N:4])[c:5]1[c:6]2[cH:7][n:8][nH:9][c:10]2[cH:11][cH:12][cH:13]1.[CH3:29][N:30]1[CH2:31][CH2:32][CH2:33][C:34]1=[O:35].[Cl:14][CH2:15][CH2:16][CH:17]([c:18]1[cH:19][cH:20][cH:21][cH:22][cH:23]1)[O:24][S:25]([CH3:26])(=[O:27])=[O:28].[H-:1].[Na+:2]>>[C:3](#[N:4])[c:5]1[c:6]2[cH:7][n:8][n:9]([CH:17]([CH2:16][CH2:15][Cl:14])[c:18]3[cH:19][cH:20][cH:21][cH:22][cH:23]3)[c:10]2[cH:11][cH:12][cH:13]1. Reactants: Cl (hydrochloric acid), C(C)C1=C(C=C(C=C1)O)C1C(C(OC(C1=O)(C)C)(C)C)=O (4-(2-ethyl-5-hydroxyphenyl)-2,2,6,6-tetramethylpyran-3,5-dione), FC=1C=C(C=CC1F)[N+](=O)[O-] (3,4-difluoro-1-nitrobenzene), C([O-])([O-])=O.[K+].[K+] (potassium carbonate). Solvent: CN(C=O)C (N,N-dimethylformamide). Conditions: temperature 80 celsius. Product: C(C)C1=C(C=C(C=C1)OC1=C(C=C(C=C1)[N+](=O)[O-])F)C1C(C(OC(C1=O)(C)C)(C)C)=O (4-[2-ethyl-5-(2-fluoro-4-nitrophenoxy)phenyl]-2,2,6,6-tetramethylpyran-3,5-dione). RXN SMILES: [CH2:1]([C:3]1[CH:8]=[CH:7][C:6]([OH:9])=[CH:5][C:4]=1[CH:10]1[C:15](=[O:16])[C:14]([CH3:18])([CH3:17])[O:13][C:12]([CH3:20])([CH3:19])[C:11]1=[O:21])[CH3:2].[F:22][C:23]1[CH:24]=[C:25]([N+:30]([O-:32])=[O:31])[CH:26]=[CH:27][C:28]=1F.C(=O)([O-])[O-].[K+].[K+].Cl>CN(C)C=O>[CH2:1]([C:3]1[CH:8]=[CH:7][C:6]([O:9][C:28]2[CH:27]=[CH:26][C:25]([N+:30]([O-:32])=[O:31])=[CH:24][C:23]=2[F:22])=[CH:5][C:4]=1[CH:10]1[C:15](=[O:16])[C:14]([CH3:18])([CH3:17])[O:13][C:12]([CH3:20])([CH3:19])[C:11]1=[O:21])[CH3:2] |f:2.3.4|. Procedure: A mixture of 4-(2-ethyl-5-hydroxyphenyl)-2,2,6,6-tetramethylpyran-3,5-dione (135 mg, 0.47 mmol), 3,4-difluoro-1-nitrobenzene (90 mg, 0.56 mmol), and potassium carbonate (130 mg, 0.94 mmol) in N,N-dimethylformamide (3 ml) is heated to 80° C. for 3 hours. The mixture is cooled to room temperature, poured into 2M aqueous hydrochloric acid and extracted with ethyl acetate. The organic extract is dried over anhydrous magnesium sulfate, filtered and the filtrate is evaporated under reduced pressure. T... Reactants: Cl.C(C(=C)C)(=O)NCCCN (3-methacrylamidopropylamine hydrochloride), N1=C(Cl)N=C(Cl)N=C1Cl (cyanuric chloride), C([O-])(O)=O.[Na+] (sodium bicarbonate), O (water), O (water). Run in CC(=O)C (acetone). The product is C(C(=C)C)(=O)NCCCNC1=NC(=NC(=N1)Cl)Cl (2-(3-Methacrylamidopropylamino)-4,6-dichloro-s-triazine). RXN SMILES: Cl.[C:2]([NH:7][CH2:8][CH2:9][CH2:10][NH2:11])(=[O:6])[C:3]([CH3:5])=[CH2:4].O.[N:13]1[C:20]([Cl:21])=[N:19][C:17](Cl)=[N:16][C:14]=1[Cl:15].C(=O)(O)[O-].[Na+]>CC(C)=O>[C:2]([NH:7][CH2:8][CH2:9][CH2:10][NH:11][C:17]1[N:19]=[C:20]([Cl:21])[N:13]=[C:14]([Cl:15])[N:16]=1)(=[O:6])[C:3]([CH3:5])=[CH2:4] |f:0.1,4.5|. Procedure: To a solution of 71.6 g (0.4 mole) of 3-methacrylamidopropylamine hydrochloride in 400 ml. of water being stirred at 0°-5° C. was added dropwise a solution of 79 g (0.4 mole) of cyanuric chloride in 400 ml of acetone. To this mixture was then added in portions 67.2 g (0.8 mole) of sodium bicarbonate over the course of 1 hr. The mixture was stirred at room temperature for an additional hour and then 2 l of water was added. The product was collected by filtration and dried in vacuo at room tempera... Reactants: CN(C)C(=O)C1=CCC2(CCN(C(=O)OC(C)(C)C)CC2)c2ccccc21, ClCCl, O=C(O)C(F)(F)F. Product: CN(C)C(=O)C1=CCC2(CCNCC2)c2ccccc21. Reaction SMILES: [CH3:1][N:2]([C:3](=[O:4])[C:5]1=[CH:6][CH2:7][C:8]2([c:9]3[cH:10][cH:11][cH:12][cH:13][c:14]31)[CH2:15][CH2:16][N:17]([C:20]([O:21][C:22]([CH3:23])([CH3:24])[CH3:25])=[O:26])[CH2:18][CH2:19]2)[CH3:27].[Cl:35][CH2:36][Cl:37].[F:28][C:29]([F:30])([F:31])[C:32]([OH:33])=[O:34]>>[CH3:1][N:2]([C:3](=[O:4])[C:5]1=[CH:6][CH2:7][C:8]2([c:9]3[cH:10][cH:11][cH:12][cH:13][c:14]31)[CH2:15][CH2:16][NH:17][CH2:18][CH2:19]2)[CH3:27]. Reactants: C(C)(=O)OC1=C(C=C(C=C1C(C)(C)C)O)C(C)(C)C (4-Acetoxy-3,5-di-tert-butylphenol), C([O-])([O-])=O.[K+].[K+] (potassium carbonate), BrCC=C (3-bromo-1-propene). Solvent: CC(=O)C (acetone). The product is C(C)(=O)OC1=C(C=C(C=C1C(C)(C)C)OCC=C)C(C)(C)C (4-acetoxy-3,5-di-tert-butyl-1-(2-propenyloxy)benzene). As a reaction SMILES: [C:1]([O:4][C:5]1[C:10]([C:11]([CH3:14])([CH3:13])[CH3:12])=[CH:9][C:8]([OH:15])=[CH:7][C:6]=1[C:16]([CH3:19])([CH3:18])[CH3:17])(=[O:3])[CH3:2].C(=O)([O-])[O-].[K+].[K+].Br[CH2:27][CH:28]=[CH2:29]>CC(C)=O>[C:1]([O:4][C:5]1[C:10]([C:11]([CH3:12])([CH3:14])[CH3:13])=[CH:9][C:8]([O:15][CH2:29][CH:28]=[CH2:27])=[CH:7][C:6]=1[C:16]([CH3:19])([CH3:18])[CH3:17])(=[O:3])[CH3:2] |f:1.2.3|. Procedure details: 4-Acetoxy-3,5-di-tert-butylphenol (10 g) and potassium carbonate (15.6 g) were dissolved in acetone (300 ml). After addition of 3-bromo-1-propene (6.55 ml), the mixture was refluxed for 24 h. The reaction mixture was concentrated under reduced pressure and water was added to the concentrate. The mixture was subjected to extraction with diethyl ether and the organic layer was washed with water and saturated brine, then dried over anhydrous magnesium sulfate and concentrated. The concentrate was p... Product: Oc1ccc2cc(-c3ccc(F)c(F)c3)ccc2c1. RXN SMILES: [Br:1][c:2]1[cH:3][c:4]2[cH:5][cH:6][c:7]([OH:12])[cH:8][c:9]2[cH:10][cH:11]1.[C:32](=[O:33])([O-:34])[O-:35].[CH3:115][CH2:116][OH:117].[CH3:25][c:26]1[cH:27][cH:28][cH:29][cH:30][cH:31]1.[F:13][c:14]1[cH:15][c:16]([O:21][B:22]([OH:23])[OH:24])[cH:17][cH:18][c:19]1[F:20].[K+:36].[K+:37].[cH:38]1[cH:39][cH:40][c:41]([P:42]([Pd:43]([P:44]([c:45]2[cH:46][cH:47][cH:48][cH:49][cH:50]2)([c:51]2[cH:52][cH:53][cH:54][cH:55][cH:56]2)[c:57]2[cH:58][cH:59][cH:60][cH:61][cH:62]2)([P:63]([c:64]2[cH:65][cH:66][cH:67][cH:68][cH:69]2)([c:70]2[cH:71][cH:72][cH:73][cH:74][cH:75]2)[c:76]2[cH:77][cH:78][cH:79][cH:80][cH:81]2)[P:82]([c:83]2[cH:84][cH:85][cH:86][cH:87][cH:88]2)([c:89]2[cH:90][cH:91][cH:92][cH:93][cH:94]2)[c:95]2[cH:96][cH:97][cH:98][cH:99][cH:100]2)([c:101]2[cH:102][cH:103][cH:104][cH:105][cH:106]2)[c:107]2[cH:108][cH:109][cH:110][cH:111][cH:112]2)[cH:113][cH:114]1>>[c:2]1(-[c:16]2[cH:15][c:14]([F:13])[c:19]([F:20])[cH:18][cH:17]2)[cH:3][c:4]2[cH:5][cH:6][c:7]([OH:12])[cH:8][c:9]2[cH:10][cH:11]1. The reactants are Oc1ccc2cc(Br)ccc2c1, O=C([O-])[O-], CCO, Cc1ccccc1, OB(O)Oc1ccc(F)c(F)c1, [K+], [K+], c1ccc(P(c2ccccc2)(c2ccccc2)[Pd](P(c2ccccc2)(c2ccccc2)c2ccccc2)(P(c2ccccc2)(c2ccccc2)c2ccccc2)P(c2ccccc2)(c2ccccc2)c2ccccc2)cc1. Starting materials: Cc1nn(C)c(C)c1Br, [Li]CCCC, C1CCOC1, CCOC(C)=O, CC(C)OB1OC(C)(C)C(C)(C)O1. Yields the product Cc1nn(C)c(C)c1B1OC(C)(C)C(C)(C)O1. Reaction SMILES: [Br:1][c:2]1[c:3]([CH3:9])[n:4][n:5]([CH3:8])[c:6]1[CH3:7].[CH2:10]([Li:11])[CH2:12][CH2:13][CH3:14].[CH2:34]1[O:35][CH2:36][CH2:37][CH2:38]1.[CH3:28][CH2:29][O:30][C:31](=[O:32])[CH3:33].[CH:15]([O:16][B:19]1[O:20][C:21]([CH3:26])([CH3:27])[C:22]([CH3:24])([CH3:25])[O:23]1)([CH3:17])[CH3:18]>>[c:2]1([B:19]2[O:20][C:21]([CH3:26])([CH3:27])[C:22]([CH3:24])([CH3:25])[O:23]2)[c:3]([CH3:9])[n:4][n:5]([CH3:8])[c:6]1[CH3:7]. Starting materials: C(#N)C1=CC=NC=C1 (4-cyanopyridine), [Na] (Sodium), C(#N)C1=NC=CC=C1 (cyanopyridine), C(#N)C1=NC=CC=C1 (cyanopyridine), C(C1=CC=CC=C1)(=O)C1=CC=CC=C1 (benzophenone), C(C1=CC=CC=C1)(=O)C1=CC=CC=C1 (benzophenone), C(C1=CC=CC=C1)(=O)C1=CC=CC=C1 (benzophenone). Run in C=1(C(=CC=CC1)C)C (xylene), C=1(C(=CC=CC1)C)C (xylene), O (water). Yields the product N1=CC=C(C=C1)C(O)(C1=CC=CC=C1)C1=CC=CC=C1 (4-pyridyl diphenyl carbinol). The yield is 95.0%. As a reaction SMILES: [Na].[C:2]([C:10]1[CH:15]=[CH:14][CH:13]=[CH:12][CH:11]=1)(=[O:9])[C:3]1[CH:8]=[CH:7][CH:6]=[CH:5][CH:4]=1.C([C:18]1[CH:23]=[CH:22][N:21]=[CH:20][CH:19]=1)#N.C(C1C=CC=CN=1)#N>C1(C)C(C)=CC=CC=1.O>[N:21]1[CH:22]=[CH:23][C:18]([C:2]([C:10]2[CH:15]=[CH:14][CH:13]=[CH:12][CH:11]=2)([C:3]2[CH:8]=[CH:7][CH:6]=[CH:5][CH:4]=2)[OH:9])=[CH:19][CH:20]=1 |^1:0|. Procedure: Sodium (16.6 grams, 0.72 mole) metal and xylene (150 ml) were charged into a 1 liter round bottom three-neck flask equipped with a mechanical stirrer, reflux condenser and two dropping funnels. The mixture was brought to reflux and the addition of benzophenone (54.6 grams, 0.3 mole) was begun. When about 1/4 to 1/3 of the benzophenone had added during 15-30 minutes, the addition of a solution of 4-cyanopyridine (38.2 grams, 0.37 mole) in xylene (200 mL) was begun at a rate so that about 1/2 of t...